Dataset: the Open Reaction Database (ORD), a public repository of structured organic reaction records. Task: describe an organic reaction: reactants, conditions, products, and yield Reactants: O1CCCC1 (tetrahydrofuran), FC1=CC=C(C=C1)C1OCC(CO1)(C)CC(=O)CC1(COC(OC1)C1=CC=C(C=C1)F)C (2-(p-Fluorophenyl)-5-methyl-1,3-dioxan-5-yl-methyl ketone), [H-].[Al+3].[Li+].[H-].[H-].[H-] (lithium aluminium hydride). Solvent: CCOCC (ether), CCOCC (ether). The product is FC1=CC=C(C=C1)C1OCC(CO1)(C(O)C)C (2(p-Fluorophenyl)α,5-dimethyl-1,3-dioxan-5-methanol). Reaction SMILES: [F:1][C:2]1[CH:7]=[CH:6][C:5]([CH:8]2[O:13][CH2:12][C:11]([CH2:15][C:16](CC3(C)COC(C4C=CC(F)=CC=4)OC3)=O)([CH3:14])[CH2:10][O:9]2)=[CH:4][CH:3]=1.[H-].[Al+3].[Li+].[H-].[H-].[H-].[O:39]1CCCC1>CCOCC>[F:1][C:2]1[CH:7]=[CH:6][C:5]([CH:8]2[O:13][CH2:12][C:11]([CH3:14])([CH:15]([CH3:16])[OH:39])[CH2:10][O:9]2)=[CH:4][CH:3]=1 |f:1.2.3.4.5.6|. Procedure details: 2-(p-Fluorophenyl)-5-methyl-1,3-dioxan-5-yl-methyl ketone (11.85 g) in dry ether (100 ml) was added to a slurry of lithium aluminium hydride (2.5 g) in dry ether (50 ml) and the mixture was heated under reflux for 4 hours. Moist tetrahydrofuran (20 ml) was added and the mixture was filtered. The filtrate was concentrated and the crude product was recrystallised from ethyl acetate/light petroleum (b.p. 60°-80°) as white crystals, m.p.78°, of the pure cis isomer.